This data is from the Open Reaction Database (ORD), a public repository of structured organic reaction records. The task is: describe an organic reaction: reactants, conditions, products, and yield Starting materials: COC(=O)C=1C=C(C=CC1)C1=CC(=CC=C1)N (3′-amino-[1,1′-biphenyl]-3-carboxylic acid methyl ester), C(C)(C)(C)OC(=O)N(C[C@@H](C1=CC(=CC=C1)Cl)O[Si](C)(C)C(C)(C)C)CC=O ((R)-[(tert-butoxycarbonyl)-[2-(tertbutyidimethylsilanyloxy)-2-(3-chlorophenyl)ethyl]amino}acetaldehyde), C(C)(=O)O[BH-](OC(C)=O)OC(C)=O.[Na+] (sodium triacetoxyborohydride). Reagents/catalysts: C(C)(=O)O (acetic acid). Run in ClCCl (dichloromethane). The product is COC(=O)C=1C=C(C=CC1)C1=CC(=CC=C1)NCCN(C(=O)OC(C)(C)C)C[C@H](O[Si](C)(C)C(C)(C)C)C1=CC(=CC=C1)Cl ((R)-3′-[[2-[[2-(3-Chlorophenyl)-2-[[(tert-butyl)dimethylsilyl]oxy]ethyl][(tert-butoxy)carbonyl]amino]ethyl]amino]-[1,1′-biphenyl]-3-carboxylic acid methyl ester). Yield: 66.6%. As a reaction SMILES: [CH3:1][O:2][C:3]([C:5]1[CH:6]=[C:7]([C:11]2[CH:16]=[CH:15][CH:14]=[C:13]([NH2:17])[CH:12]=2)[CH:8]=[CH:9][CH:10]=1)=[O:4].[C:18]([O:22][C:23]([N:25]([CH2:43][CH:44]=O)[CH2:26][C@H:27]([O:35][Si:36]([C:39]([CH3:42])([CH3:41])[CH3:40])([CH3:38])[CH3:37])[C:28]1[CH:33]=[CH:32][CH:31]=[C:30]([Cl:34])[CH:29]=1)=[O:24])([CH3:21])([CH3:20])[CH3:19].C(O[BH-](OC(=O)C)OC(=O)C)(=O)C.[Na+]>ClCCl.C(O)(=O)C>[CH3:1][O:2][C:3]([C:5]1[CH:6]=[C:7]([C:11]2[CH:16]=[CH:15][CH:14]=[C:13]([NH:17][CH2:44][CH2:43][N:25]([CH2:26][C@@H:27]([C:28]3[CH:33]=[CH:32][CH:31]=[C:30]([Cl:34])[CH:29]=3)[O:35][Si:36]([C:39]([CH3:40])([CH3:41])[CH3:42])([CH3:38])[CH3:37])[C:23]([O:22][C:18]([CH3:19])([CH3:20])[CH3:21])=[O:24])[CH:12]=2)[CH:8]=[CH:9][CH:10]=1)=[O:4] |f:2.3|. Procedure: To a stirred solution of 3′-amino-[1,1′-biphenyl]-3-carboxylic acid methyl ester (3.0 g) and (R)-[(tert-butoxycarbonyl)-[2-(tertbutyidimethylsilanyloxy)-2-(3-chlorophenyl)ethyl]amino}acetaldehyde (8.2 g) in anhydrous dichloromethane (65 mL) was added acetic acid (8 drops). After stirring for twenty-five minutes, sodium triacetoxyborohydride (5.6 g) was added and the reaction stirred overnight. The reaction was quenched with saturated aqueous sodium bicarbonate and more dichloromethane was added.... Reactants: CO, Fc1cccc(CBr)c1, Nc1ncccc1-c1cc(Cc2ccc(O)cc2)no1, [Na+], [OH-]. The product is Nc1ncccc1-c1cc(Cc2ccc(OCc3cccc(F)c3)cc2)no1. RXN SMILES: [CH3:32][OH:33].[F:23][c:24]1[cH:25][c:26]([CH2:27][Br:28])[cH:29][cH:30][cH:31]1.[NH2:1][c:2]1[n:3][cH:4][cH:5][cH:6][c:7]1-[c:8]1[cH:9][c:10]([CH2:13][c:14]2[cH:15][cH:16][c:17]([OH:20])[cH:18][cH:19]2)[n:11][o:12]1.[Na+:22].[OH-:21]>>[NH2:1][c:2]1[n:3][cH:4][cH:5][cH:6][c:7]1-[c:8]1[cH:9][c:10]([CH2:13][c:14]2[cH:15][cH:16][c:17]([O:20][CH2:27][c:26]3[cH:25][c:24]([F:23])[cH:31][cH:30][cH:29]3)[cH:18][cH:19]2)[n:11][o:12]1. Starting materials: [OH-].[K+] (KOH), C(CCC)(=O)NC1=C(SC=C1)C(=O)OC (Methyl 3-(butyrylamino)thiophene-2-carboxylate), Cl (HCl). The solvent is CCO.O (EtOH H2O). Conditions: temperature 80 celsius, time 12 hour. Yields the product C(CCC)(=O)NC1=C(SC=C1)C(=O)O (3-(Butyrylamino)thiophene-2-carboxylic acid). As a reaction SMILES: [C:1]([NH:6][C:7]1[CH:11]=[CH:10][S:9][C:8]=1[C:12]([O:14]C)=[O:13])(=[O:5])[CH2:2][CH2:3][CH3:4].[OH-].[K+].Cl>CCO.O>[C:1]([NH:6][C:7]1[CH:11]=[CH:10][S:9][C:8]=1[C:12]([OH:14])=[O:13])(=[O:5])[CH2:2][CH2:3][CH3:4] |f:1.2,4.5|. Procedure details: Methyl 3-(butyrylamino)thiophene-2-carboxylate (1-2, 2.70 g, 11.9 mmol) was dissolved in 1: 1 EtOH/H2O (10 mL) and treated with KOH pellets (2.00 g, 35.6 mmol). The resulting solution was stirred 12 h at 80° C., poured into 1N HCl and cooled to 0° C. The precipitate was filtered, washed with cold Et2O and dried under vacuum to provide 3-(butyrylamino)thiophene-2-carboxylic acid (1-3). MS 214 found 213.2 required. The reactants are CC(=O)OO, ClCCl, CO, CC(=O)O, C=C(CC(Cl)(Cl)Cl)c1cc(Cl)cc(Cl)c1, O, O=S(=O)(O)O, Cc1ccc(S(=O)(=O)O)cc1. The product is OCC(O)(CC(Cl)(Cl)Cl)c1cc(Cl)cc(Cl)c1. Reaction SMILES: [C:21]([O:22][OH:23])(=[O:24])[CH3:25].[CH2:38]([Cl:39])[Cl:40].[CH3:41][OH:42].[CH3:43][C:44](=[O:45])[OH:46].[Cl:1][C:2]([CH2:3][C:4](=[CH2:5])[c:6]1[cH:7][c:8]([Cl:13])[cH:9][c:10]([Cl:12])[cH:11]1)([Cl:14])[Cl:15].[OH2:37].[S:16]([OH:17])(=[O:18])(=[O:19])[OH:20].[c:26]1([CH3:27])[cH:28][cH:29][c:30]([S:31]([OH:32])(=[O:33])=[O:34])[cH:35][cH:36]1>>[Cl:1][C:2]([CH2:3][C:4]([CH2:5][OH:37])([c:6]1[cH:7][c:8]([Cl:13])[cH:9][c:10]([Cl:12])[cH:11]1)[OH:17])([Cl:14])[Cl:15]. Reactants: C(C)(=O)C1=CC=CC=C1 (acetophenone), sodium tert-butylate, C1(CCCCCO1)=O (ε-caprolactone). The solvent is CN1C(CCC1)=O (N-methylpyrrolidone). The product is OCCCCCC(CC(=O)C1=CC=CC=C1)=O (8-Hydroxy-1-Phenyloctane-1,3-Dione). As a reaction SMILES: [C:1]([C:4]1[CH:9]=[CH:8][CH:7]=[CH:6][CH:5]=1)(=[O:3])[CH3:2].[C:10]1(=[O:17])[O:16][CH2:15][CH2:14][CH2:13][CH2:12][CH2:11]1>CN1CCCC1=O>[OH:17][CH2:10][CH2:11][CH2:12][CH2:13][CH2:14][C:15](=[O:16])[CH2:2][C:1]([C:4]1[CH:9]=[CH:8][CH:7]=[CH:6][CH:5]=1)=[O:3]. Procedure: In accordance with the procedure of Example 8, 61.3 g of acetophenone and 57.7 g of ε-caprolactone are condensed in 117.0 g of N-methylpyrrolidone as solvent with 52.9 g of sodium tert-butylate (97%) as base. Working up is as described in Example 8.